Dataset: the Open Reaction Database (ORD), a public repository of structured organic reaction records. Task: describe an organic reaction: reactants, conditions, products, and yield Starting materials: [H-].[Na+] (sodium hydride), C(C)(C)(C)OC(NCCS)=O ((2-mercaptoethyl)carbamic acid tert-butyl ester), FC1=NC(=CC=C1)F (2,6-difluoropyridine). Solvent: O1CCCC1 (tetrahydrofuran), C(Cl)Cl (methylene chloride). Conditions: temperature 0 celsius. Yields the product FC1=CC=CC(=N1)SCCN (2-(6-Fluoropyridin-2-ylsulfanyl)ethylamine). Yield: 127.6%. RXN SMILES: [H-].[Na+].C(OC(=O)[NH:9][CH2:10][CH2:11][SH:12])(C)(C)C.[F:14][C:15]1[CH:20]=[CH:19][CH:18]=[C:17](F)[N:16]=1>O1CCCC1.C(Cl)Cl>[F:14][C:15]1[N:16]=[C:17]([S:12][CH2:11][CH2:10][NH2:9])[CH:18]=[CH:19][CH:20]=1 |f:0.1|. Reported procedure: Suspend sodium hydride (138 mg, 5.46 mmol) in tetrahydrofuran (6 mL) and cool to 0° C. in an ice bath. Add (2-mercaptoethyl)carbamic acid tert-butyl ester (0.461 mL, 2.73 mmol) dropwise over 5 minutes. Stir reaction for 30 minutes, add 2,6-difluoropyridine (0.495 mL, 0.546 mmol), remove ice bath and stir an additional hour. Re-cool reaction and quench with water. Extract with 1/1 hexanes/ethyl acetate. Dry organics over magnesium sulfate, filter and evaporate. Perform flash column chromatography... The reactants are FC(C=1C=C(C(=O)N2[C@@H](CNCC2)CC2=CNC3=CC=CC=C23)C=C(C1)C(F)(F)F)(F)F ((2R)-1-[3,5-bis(trifluoromethyl)benzoyl]-2-(1H-indol-3-yl-methyl)piperazine), C([O-])([O-])=O.[K+].[K+] (potassium carbonate), C(C)(=O)Cl (acetyl chloride). Solvent: CN(C=O)C (dimethylformamide). Reaction conditions: time 3 hour. The product is C(C)(=O)N1C[C@H](N(CC1)C(C1=CC(=CC(=C1)C(F)(F)F)C(F)(F)F)=O)CC1=CNC2=CC=CC=C12 ((2R)-4-acetyl-1-[3,5-bis(trifluoromethyl)benzoyl]-2-(1H-indol-3-yl-methyl)piperazine). Reaction SMILES: [F:1][C:2]([F:32])([F:31])[C:3]1[CH:4]=[C:5]([CH:24]=[C:25]([C:27]([F:30])([F:29])[F:28])[CH:26]=1)[C:6]([N:8]1[CH2:13][CH2:12][NH:11][CH2:10][C@H:9]1[CH2:14][C:15]1[C:23]2[C:18](=[CH:19][CH:20]=[CH:21][CH:22]=2)[NH:17][CH:16]=1)=[O:7].C(=O)([O-])[O-].[K+].[K+].[C:39](Cl)(=[O:41])[CH3:40]>CN(C)C=O>[C:39]([N:11]1[CH2:12][CH2:13][N:8]([C:6](=[O:7])[C:5]2[CH:4]=[C:3]([C:2]([F:1])([F:31])[F:32])[CH:26]=[C:25]([C:27]([F:28])([F:29])[F:30])[CH:24]=2)[C@H:9]([CH2:14][C:15]2[C:23]3[C:18](=[CH:19][CH:20]=[CH:21][CH:22]=3)[NH:17][CH:16]=2)[CH2:10]1)(=[O:41])[CH3:40] |f:1.2.3|. Procedure details: To a stirred mixture of (2R)-1-[3,5-bis(trifluoromethyl)benzoyl]-2-(1H-indol-3-yl-methyl)piperazine (0.15 g) and potassium carbonate (0.14 g) in dimethylformamide (10 ml) was added acetyl chloride (0.04 ml) at room temperature. After being stirred for 3 hours, the reaction mixture was quenched with water (50 ml) and extracted with dichloromethane (50 ml). The organic layer was washed with aqueous sodium bicarbonate solution and brine, and dried over magnesium sulfate. After evaporation of the so... Starting materials: [OH-].[Na+] (NaOH), ClCC1=CC(OC2=C(C(=CC=C12)O)C)=O (4-(chloromethyl)-7-hydroxy-8-methyl-2H-chromen-2-one), Cl (HCl). Run at temperature 100 celsius, time 1 hour. Yields the product OC1=C(C2=C(C(=CO2)CC(=O)O)C=C1)C ((6-Hydroxy-7-methyl-1-benzofuran-3-yl)acetic acid). As a reaction SMILES: [OH-:1].[Na+].Cl[CH2:4][C:5]1[C:14]2[C:9](=[C:10]([CH3:16])[C:11]([OH:15])=[CH:12][CH:13]=2)[O:8][C:7](=[O:17])[CH:6]=1.Cl>>[OH:15][C:11]1[CH:12]=[CH:13][C:14]2[C:5]([CH2:6][C:7]([OH:17])=[O:1])=[CH:4][O:8][C:9]=2[C:10]=1[CH3:16] |f:0.1|. Reported procedure: A mixture of 1M NaOH (89 mL) and 4-(chloromethyl)-7-hydroxy-8-methyl-2H-chromen-2-one (4.0 g) was stirred at 100° C. for 1 h. After cooling, the reaction mixture was acidified with 6N HCl. The precipitate was collected by filtration, and washed with water and hexane to give the title compound (2.62 g). The filtrate was extracted with EtOAc. The organic layer was washed with brine, dried over MgSO4, filtered and concentrated in vacuo. The solid was washed with hexane to give the title compound (8... Reactants: N1(CCOCC1)C=1N=C(NC(C1)=O)CC(=O)[O-].[Na+] (sodium [4-(morpholin-4-yl)-6-oxo-1,6-dihydropyrimidin-2-yl]acetate), BrC1=C2CCNC2=CC=C1 (4-bromoindoline), Cl.CN(CCCN=C=NCC)C (N-[3-(dimethylamino)propyl]-N′-ethylcarbodiimide hydrochloride). Run in N1=CC=CC=C1 (pyridine), CN(C=O)C (dimethylformamide). The product is BrC1=C2CCN(C2=CC=C1)C(CC1=NC(=CC(N1)=O)N1CCOCC1)=O (2-[2-(4-bromo-2,3-dihydroindol-1-yl)-2-oxoethyl]-6-morpholin-4-yl-3H-pyrimidin-4-one). The yield is 72.3%. Reaction SMILES: [N:1]1([C:7]2[N:8]=[C:9]([CH2:14][C:15]([O-:17])=O)[NH:10][C:11](=[O:13])[CH:12]=2)[CH2:6][CH2:5][O:4][CH2:3][CH2:2]1.[Na+].[Br:19][C:20]1[CH:28]=[CH:27][CH:26]=[C:25]2[C:21]=1[CH2:22][CH2:23][NH:24]2.Cl.CN(C)CCCN=C=NCC>N1C=CC=CC=1.CN(C)C=O>[Br:19][C:20]1[CH:28]=[CH:27][CH:26]=[C:25]2[C:21]=1[CH2:22][CH2:23][N:24]2[C:15](=[O:17])[CH2:14][C:9]1[NH:10][C:11](=[O:13])[CH:12]=[C:7]([N:1]2[CH2:2][CH2:3][O:4][CH2:5][CH2:6]2)[N:8]=1 |f:0.1,3.4|. Procedure: The product is prepared according to the procedure described in example 5, using 261 mg of sodium [4-(morpholin-4-yl)-6-oxo-1,6-dihydropyrimidin-2-yl]acetate, 402 mg of 4-bromoindoline and 254 mg of N-[3-(dimethylamino)propyl]-N′-ethylcarbodiimide hydrochloride in a mixture of 0.16 ml of pyridine and 4 ml of dimethylformamide. 303 mg of 2-[2-(4-bromo-2,3-dihydroindol-1-yl)-2-oxoethyl]-6-morpholin-4-yl-3H-pyrimidin-4-one are obtained in the form of a white powder, the characteristics of which are...